Dataset: the Open Reaction Database (ORD), a public repository of structured organic reaction records. Task: describe an organic reaction: reactants, conditions, products, and yield The reactants are [C+4], OC(CNCCc1ccccc1)CN1CCCC1, CO, [OH-], [OH-], [OH-], [OH-], [OH-], [OH-], [Pd+2]. Product: CNCC(O)CN1CCCC1. Reaction SMILES: [C+4:21].[CH2:1]([c:2]1[cH:3][cH:4][cH:5][cH:6][cH:7]1)[CH2:8][NH:9][CH2:10][CH:11]([CH2:12][N:13]1[CH2:14][CH2:15][CH2:16][CH2:17]1)[OH:18].[CH3:19][OH:20].[OH-:22].[OH-:24].[OH-:25].[OH-:26].[OH-:27].[OH-:28].[Pd+2:23]>>[CH3:8][NH:9][CH2:10][CH:11]([CH2:12][N:13]1[CH2:14][CH2:15][CH2:16][CH2:17]1)[OH:18]. Reactants: [BH4-], CCO, CC(C)=O, O=C(c1ccc(F)cc1)C1CCN(CCCC2(c3ccc(F)cc3)OCCO2)CC1, [Mg+2], [Mg+2], [Na+], O, [O-][Si]([O-])([O-])[O-], c1ccccc1, c1ccccc1. Product: OC(c1ccc(F)cc1)C1CCN(CCCC2(c3ccc(F)cc3)OCCO2)CC1. As a reaction SMILES: [BH4-:1].[CH3:3][CH2:4][OH:5].[CH3:49][C:50]([CH3:51])=[O:52].[F:6][c:7]1[cH:8][cH:9][c:10]([C:13]2([CH2:18][CH2:19][CH2:20][N:21]3[CH2:22][CH2:23][CH:24]([C:27]([c:28]4[cH:29][cH:30][c:31]([F:34])[cH:32][cH:33]4)=[O:35])[CH2:25][CH2:26]3)[O:14][CH2:15][CH2:16][O:17]2)[cH:11][cH:12]1.[Mg+2:41].[Mg+2:42].[Na+:2].[OH2:59].[Si:36]([O-:37])([O-:38])([O-:39])[O-:40].[cH:43]1[cH:44][cH:45][cH:46][cH:47][cH:48]1.[cH:53]1[cH:54][cH:55][cH:56][cH:57][cH:58]1>>[F:6][c:7]1[cH:8][cH:9][c:10]([C:13]2([CH2:18][CH2:19][CH2:20][N:21]3[CH2:22][CH2:23][CH:24]([CH:27]([c:28]4[cH:29][cH:30][c:31]([F:34])[cH:32][cH:33]4)[OH:35])[CH2:25][CH2:26]3)[O:14][CH2:15][CH2:16][O:17]2)[cH:11][cH:12]1. Run in C1(=CC=CC=C1)C (toluene), C(C)O (ethanol). The reactants are BrC1=CC=C2C=CNC2=C1 (6-bromo-1H-indole), FC1=CC=C(C=C1)B(O)O (4-fluorophenylboronic acid), C([O-])([O-])=O.[Na+].[Na+] (sodium carbonate). Reagents/catalysts: C=1C=CC(=CC1)[P](C=2C=CC=CC2)(C=3C=CC=CC3)[Pd]([P](C=4C=CC=CC4)(C=5C=CC=CC5)C=6C=CC=CC6)([P](C=7C=CC=CC7)(C=8C=CC=CC8)C=9C=CC=CC9)[P](C=1C=CC=CC1)(C=1C=CC=CC1)C=1C=CC=CC1 (tetrakis(triphenylphosphine)palladium). Procedure details: Step 1 A mixture of 6-bromo-1H-indole (0.25 g, 1.275 mmol), 4-fluorophenylboronic acid (0.178 g, 1.275 mmol), and 2 M aqueous sodium carbonate (2.0 mL, 4.00 mmol) in toluene (10 mL) and ethanol (2.500 mL) was purged with argon and treated with tetrakis(triphenylphosphine)palladium (0.074 g, 0.064 mmol). The mixture was heated at 90° C. After 17 h, the mixture was cooled to rt and partitioned between water and EtOAc. The organic phase was dried and concentrated. The residue was purified by column... The yield is 65.2%. The product is FC1=CC=C(C=C1)C1=CC=C2C=CNC2=C1 (6-(4-fluorophenyl)-1H-indole). Reaction conditions: temperature 90 celsius, time 17 hour. Reaction SMILES: Br[C:2]1[CH:10]=[C:9]2[C:5]([CH:6]=[CH:7][NH:8]2)=[CH:4][CH:3]=1.[F:11][C:12]1[CH:17]=[CH:16][C:15](B(O)O)=[CH:14][CH:13]=1.C(=O)([O-])[O-].[Na+].[Na+]>C1(C)C=CC=CC=1.C(O)C.C1C=CC([P]([Pd]([P](C2C=CC=CC=2)(C2C=CC=CC=2)C2C=CC=CC=2)([P](C2C=CC=CC=2)(C2C=CC=CC=2)C2C=CC=CC=2)[P](C2C=CC=CC=2)(C2C=CC=CC=2)C2C=CC=CC=2)(C2C=CC=CC=2)C2C=CC=CC=2)=CC=1>[F:11][C:12]1[CH:17]=[CH:16][C:15]([C:2]2[CH:10]=[C:9]3[C:5]([CH:6]=[CH:7][NH:8]3)=[CH:4][CH:3]=2)=[CH:14][CH:13]=1 |f:2.3.4,^1:40,42,61,80|. Starting materials: CC1=C(C(=CC=C1C)C)OC (2,3,6-trimethylanisole), [N+](=O)(O)[O-] (HNO3). Run in C(C)(=O)O (acetic acid), C(C)(=O)O (acetic acid). Yields the product [N+](=O)([O-])C1=C(C(=C(C(=C1)C)OC)C)C (4-nitro-2,3,6-trimethylanisole). Yield: 72.0%. Reaction SMILES: [CH3:1][C:2]1[C:7]([CH3:8])=[CH:6][CH:5]=[C:4]([CH3:9])[C:3]=1[O:10][CH3:11].[N+:12]([O-])([OH:14])=[O:13]>C(O)(=O)C>[N+:12]([C:6]1[CH:5]=[C:4]([CH3:9])[C:3]([O:10][CH3:11])=[C:2]([CH3:1])[C:7]=1[CH3:8])([O-:14])=[O:13]. Procedure: To a stirred, heated (70°-80° C.) solution of 20.3 g (0.135 mol) of 2,3,6-trimethylanisole in 200 ml of acetic acid was added dropwise 9.65 ml of conc. aqueous HNO3 in 20 ml of acetic acid. After the addition the mixture was poured onto ice, and the resulting mixture was extracted 3 times with methylene chloride. The organic phase was evaporated to remove acetic acid and methylene chloride, and the residue was dissolved in ether and washed twice with NaOH-solution and twice with NaHCO3 -solution... Reactants: NC1=CC(=NN1)C1=CC(=NC=C1)NC (4-(5-Amino-1H-pyrazol-3-yl)-N-methylpyridin-2-amine), ClC1=NC=CC(=C1)C1=NN(C(=C1)N)C (3-(2-Chloropyridin-4-yl)-1-methyl-1H-pyrazol-5-amine), 18.0. Yields the product title intermediate, NC1=CC(=NN1C)C1=CC(=NC=C1)NC (4-(5-Amino-1-methyl-1H-pyrazol-3-yl)-N-methylpyridin-2-amine). Yield: 79.0%. As a reaction SMILES: Cl[C:2]1[CH:7]=[C:6]([C:8]2[CH:12]=[C:11]([NH2:13])[N:10]([CH3:14])[N:9]=2)[CH:5]=[CH:4][N:3]=1.[NH2:15][C:16]1NN=C(C2C=CN=C(NC)C=2)C=1>>[NH2:13][C:11]1[N:10]([CH3:14])[N:9]=[C:8]([C:6]2[CH:5]=[CH:4][N:3]=[C:2]([NH:15][CH3:16])[CH:7]=2)[CH:12]=1. Procedure details: This title intermediate was prepared starting from 23.A (2.10 g, 10.0 mmol) according the procedure described above for conversion of 18.0 to 18.D. The crude product was purified by flash chromatography using 0-10% MeOH/CH2Cl2 for elution to provide 23.B as white solid (1.61 g, 79%).